This data is from the Open Reaction Database (ORD), a public repository of structured organic reaction records. The task is: describe an organic reaction: reactants, conditions, products, and yield Reactants: CCc1cnc(N2CCN(C(=O)c3ccc(Br)cc3N3CCCS3(=O)=O)CC2)c(C)c1, O=C1N=CCO1. Yields the product CCc1cnc(N2CCN(C(=O)c3ccc(N4CCOC4=O)cc3N3CCCS3(=O)=O)CC2)c(C)c1. Reaction SMILES: [Br:1][c:2]1[cH:3][c:4]([N:25]2[S:26](=[O:30])(=[O:31])[CH2:27][CH2:28][CH2:29]2)[c:5]([C:8](=[O:9])[N:10]2[CH2:11][CH2:12][N:13]([c:16]3[n:17][cH:18][c:19]([CH2:23][CH3:24])[cH:20][c:21]3[CH3:22])[CH2:14][CH2:15]2)[cH:6][cH:7]1.[O:32]1[C:33](=[O:37])[N:34]=[CH:35][CH2:36]1>>[c:2]1([N:34]2[C:33](=[O:37])[O:32][CH2:36][CH2:35]2)[cH:3][c:4]([N:25]2[S:26](=[O:30])(=[O:31])[CH2:27][CH2:28][CH2:29]2)[c:5]([C:8](=[O:9])[N:10]2[CH2:11][CH2:12][N:13]([c:16]3[n:17][cH:18][c:19]([CH2:23][CH3:24])[cH:20][c:21]3[CH3:22])[CH2:14][CH2:15]2)[cH:6][cH:7]1. Starting materials: CI (methyl iodide), CC=1C(=C(C(=O)O)C=CC1C)OC (Methyl 2-methoxy-4-methylbenzoic acid), C([O-])([O-])=O.[K+].[K+] (potassium carbonate). The solvent is CN(C)C=O (DMF). Conditions: time 12 hour. Product: COC1=C(C(=O)OC)C=CC(=C1)C (Methyl 2-methoxy-4-methylbenzoate). RXN SMILES: C[C:2]1[C:3]([O:12][CH3:13])=[C:4]([CH:8]=[CH:9][C:10]=1[CH3:11])[C:5]([OH:7])=[O:6].CI.[C:16](=O)([O-])[O-].[K+].[K+]>CN(C=O)C>[CH3:13][O:12][C:3]1[CH:2]=[C:10]([CH3:11])[CH:9]=[CH:8][C:4]=1[C:5]([O:7][CH3:16])=[O:6] |f:2.3.4|. Procedure details: Methyl 2-methoxy-4-methylbenzoic acid (1.5 g, 9.0 mmol, 1 eq) was dissolved in DMF, methyl iodide (0.86 ml, 13.5 mmol, 1.5 eq) was added to it followed by the addition of potassium carbonate (3.11 g, 22.5 mmol, 2.5 eq). The above mixture was stirred at room temperature for 12 h. Finally, the reaction mixture was passed through CELITE®. The filtrate was evaporated and water was added and the product was extracted with ethyl acetate. The organic layer was washed with water and concentrated. Yield:... Starting materials: CNc1nc2c(N(Cc3ccc(OC)cc3)Cc3ccc(OC)cc3)nc3ccccc3c2n1CC(C)C, [Na+], [OH-], O=C(O)C(F)(F)F. The product is CNc1nc2c(N)nc3ccccc3c2n1CC(C)C. Reaction SMILES: [CH3:8][O:9][c:10]1[cH:11][cH:12][c:13]([CH2:14][N:15]([c:16]2[n:17][c:18]3[cH:19][cH:20][cH:21][cH:22][c:23]3[c:24]3[c:25]2[n:26][c:27]([NH:33][CH3:34])[n:28]3[CH2:29][CH:30]([CH3:31])[CH3:32])[CH2:35][c:36]2[cH:37][cH:38][c:39]([O:40][CH3:41])[cH:42][cH:43]2)[cH:44][cH:45]1.[Na+:47].[OH-:46].[OH:1][C:2]([C:3]([F:4])([F:5])[F:6])=[O:7]>>[NH2:15][c:16]1[n:17][c:18]2[cH:19][cH:20][cH:21][cH:22][c:23]2[c:24]2[c:25]1[n:26][c:27]([NH:33][CH3:34])[n:28]2[CH2:29][CH:30]([CH3:31])[CH3:32].